From a dataset of the Open Reaction Database (ORD), a public repository of structured organic reaction records. describe an organic reaction: reactants, conditions, products, and yield Starting materials: Cl (hydrochloride), 6-amino-1,4,5a,6-tetrahydro-3-hydroxy-1,7-dioxo-3H,7H-aceto[2,1-b]furo[3,4-d][1,3]thiazine, hydroxylactone, Cl (hydrochloride), NC1[C@@H]2N(C(=C(CS2)C=O)C(=O)O)C1=O (7-amino-3-formyl-3-cephem-4-carboxylic acid), N1=CC=CC=C1 (pyridine). The solvent is CO (methanol), CO (methanol). The product is N[C@H]1[C@H]2SCC(=C(N2C1=O)C(=O)O)C=O ((6R-trans)-7-amino-3-formyl-8-oxo-5-thia-1-azabicyclo[4.2.0]oct-2-ene-2-carboxylic acid). RXN SMILES: Cl.[NH2:2][CH:3]1[C:15](=[O:16])[N:5]2[C:6]([C:12]([OH:14])=[O:13])=[C:7]([CH:10]=[O:11])[CH2:8][S:9][C@H:4]12.N1C=CC=CC=1>CO>[NH2:2][C@@H:3]1[C:15](=[O:16])[N:5]2[C@@H:4]1[S:9][CH2:8][C:7]([CH:10]=[O:11])=[C:6]2[C:12]([OH:14])=[O:13]. Procedure: 2.64 g of the hydrochloride of 6-amino-1,4,5a,6-tetrahydro-3-hydroxy-1,7-dioxo-3H,7H-aceto[2,1-b]furo[3,4-d][1,3]thiazine (hydroxylactone of the hydrochloride of 7-amino-3-formyl-3-cephem-4-carboxylic acid) are dissolved in 50 ml of methanol. A solution of 0.78 g of pyridine in 10 ml of methanol is added dropwise to this solution whilst stirring and cooling with ice. The precipitated product is filtered off under nitrogen whilst excluding moisture, washed with a little methanol and dried over a ... Starting materials: CC(C(=O)O)C(=O)NCc1cc(Cl)cc(Cl)c1, CN1C(=O)C(N)N=C(c2ccccc2)c2ccccc21. Yields the product CC(C(=O)NCc1cc(Cl)cc(Cl)c1)C(=O)NC1N=C(c2ccccc2)c2ccccc2N(C)C1=O. RXN SMILES: [CH3:21][CH:22]([C:23](=[O:24])[OH:25])[C:26](=[O:27])[NH:28][CH2:29][c:30]1[cH:31][c:32]([Cl:37])[cH:33][c:34]([Cl:36])[cH:35]1.[NH2:1][CH:2]1[C:3](=[O:20])[N:4]([CH3:19])[c:5]2[c:6]([cH:15][cH:16][cH:17][cH:18]2)[C:7]([c:9]2[cH:10][cH:11][cH:12][cH:13][cH:14]2)=[N:8]1>>[NH:1]([CH:2]1[C:3](=[O:20])[N:4]([CH3:19])[c:5]2[c:6]([cH:15][cH:16][cH:17][cH:18]2)[C:7]([c:9]2[cH:10][cH:11][cH:12][cH:13][cH:14]2)=[N:8]1)[C:23]([CH:22]([CH3:21])[C:26](=[O:27])[NH:28][CH2:29][c:30]1[cH:31][c:32]([Cl:37])[cH:33][c:34]([Cl:36])[cH:35]1)=[O:24]. Starting materials: CC(=O)NCC1CN(c2cc(F)c(I)c(F)c2)C(=O)O1, COc1ccc(-c2ccc(N3CC(CNC(C)=O)OC3=O)cc2F)cn1. Product: COc1ccc(-c2c(F)cc(N3CC(CNC(C)=O)OC3=O)cc2F)cn1. As a reaction SMILES: [F:1][c:2]1[cH:3][c:4]([N:10]2[C:11](=[O:20])[O:12][CH:13]([CH2:15][NH:16][C:17]([CH3:18])=[O:19])[CH2:14]2)[cH:5][c:6]([F:9])[c:7]1[I:8].[F:21][c:22]1[cH:23][c:24]([N:25]2[CH2:26][CH:27]([CH2:36][NH:37][C:38](=[O:39])[CH3:40])[O:41][C:42]2=[O:43])[cH:44][cH:45][c:46]1-[c:28]1[cH:29][n:30][c:31]([O:34][CH3:35])[cH:32][cH:33]1>>[F:1][c:2]1[cH:3][c:4]([N:10]2[C:11](=[O:20])[O:12][CH:13]([CH2:15][NH:16][C:17]([CH3:18])=[O:19])[CH2:14]2)[cH:5][c:6]([F:9])[c:7]1-[c:28]1[cH:29][n:30][c:31]([O:34][CH3:35])[cH:32][cH:33]1. Starting materials: BrC1=CC=C(C=C1)C(CC(=O)C=1C=CC(N(C1)C)=O)C1=C(C=CC=C1)C (5-[3-(4-Bromo-phenyl)-3-o-tolyl-propionyl]-1-methyl-1H-pyridin-2-one), BrCC1CC1 ((bromomethyl)cyclopropane), C([O-])([O-])=O.[K+].[K+] (potassium carbonate). Reported procedure: In analogy to example 161, step 1, 5-[3-(4-bromo-phenyl)-3-o-tolyl-propionyl]-1-methyl-1H-pyridin-2-one (example 162, step 3) was reacted with (bromomethyl)cyclopropane in the presence of potassium carbonate to give the title compound as a colorless foam, MS (ESI+): m/z=450.2 [M+H]+. Reaction SMILES: [Br:1][C:2]1[CH:7]=[CH:6][C:5]([CH:8]([C:20]2[CH:25]=[CH:24][CH:23]=[CH:22][C:21]=2[CH3:26])[CH2:9][C:10]([C:12]2[CH:13]=[CH:14][C:15](=[O:19])[N:16]([CH3:18])[CH:17]=2)=[O:11])=[CH:4][CH:3]=1.BrC[CH:29]1[CH2:31][CH2:30]1.C(=O)([O-])[O-].[K+].[K+]>>[Br:1][C:2]1[CH:3]=[CH:4][C:5]([CH:8]([C:20]2[CH:25]=[CH:24][CH:23]=[CH:22][C:21]=2[CH3:26])[CH2:9][C:10]([C:12]2[CH:13]=[CH:14][C:15](=[O:19])[N:16]([CH2:18][CH:29]3[CH2:31][CH2:30]3)[CH:17]=2)=[O:11])=[CH:6][CH:7]=1 |f:2.3.4|. The product is BrC1=CC=C(C=C1)C(CC(=O)C=1C=CC(N(C1)CC1CC1)=O)C1=C(C=CC=C1)C (5-[3-(4-Bromo-phenyl)-3-o-tolyl-propionyl]-1-cyclopropylmethyl-1H-pyridin-2-one). Starting materials: COC(C1=C(C=C(C=C1)C#CC1=C(C=C(C(=C1)Cl)OC1=NC=CC=C1C(=O)N1CCN(C2=CC=CC=C12)C1CC1)Cl)Cl)=O (2-chloro-4-{2,5-dichloro-4-[3-(4-cyclopropyl-3,4-dihydro-2H-quinoxaline-1-carbonyl)-pyridin-2-yloxy]-phenylethynyl}-benzoic acid methyl ester), COC(C1=CC=C(C=C1)C#CC1=C(C=C(C(=C1)Cl)OC1=NC=CC=C1C(=O)N1CCN(C2=CC=CC=C12)C1CC1)Cl)=O (4-{2,5-dichloro-4-[3-(4-cyclopropyl-3,4-dihydro-2H-quinoxaline-1-carbonyl)-pyridin-2-yloxy]-phenylethynyl}-benzoic acid methyl ester). The product is ClC1=C(C=C(C(=C1)OC1=NC=CC=C1C(=O)N1CCN(C2=CC=CC=C12)C1CC1)Cl)CCC1=CC=C(C(=O)O)C=C1 (4-(2-{2,5-Dichloro-4-[3-(4-cyclopropyl-3,4-dihydro-2H-quinoxaline-1-carbonyl)-pyridin-2-yloxy]-phenyl}-ethyl)-benzoic acid). Reaction SMILES: C[O:2][C:3](=[O:43])[C:4]1[CH:9]=[CH:8][C:7]([C:10]#[C:11][C:12]2[CH:17]=[C:16]([Cl:18])[C:15]([O:19][C:20]3[C:25]([C:26]([N:28]4[C:37]5[C:32](=[CH:33][CH:34]=[CH:35][CH:36]=5)[N:31]([CH:38]5[CH2:40][CH2:39]5)[CH2:30][CH2:29]4)=[O:27])=[CH:24][CH:23]=[CH:22][N:21]=3)=[CH:14][C:13]=2[Cl:41])=[CH:6][C:5]=1Cl.COC(=O)C1C=CC(C#CC2C=C(Cl)C(OC3C(C(N4C5C(=CC=CC=5)N(C5CC5)CC4)=O)=CC=CN=3)=CC=2Cl)=CC=1>>[Cl:41][C:13]1[CH:14]=[C:15]([O:19][C:20]2[C:25]([C:26]([N:28]3[C:37]4[C:32](=[CH:33][CH:34]=[CH:35][CH:36]=4)[N:31]([CH:38]4[CH2:40][CH2:39]4)[CH2:30][CH2:29]3)=[O:27])=[CH:24][CH:23]=[CH:22][N:21]=2)[C:16]([Cl:18])=[CH:17][C:12]=1[CH2:11][CH2:10][C:7]1[CH:6]=[CH:5][C:4]([C:3]([OH:43])=[O:2])=[CH:9][CH:8]=1. Procedure: The title compound was prepared in analogy to Example 168 replacing 2-chloro-4-{2,5-dichloro-4-[3-(4-cyclopropyl-3,4-dihydro-2H-quinoxaline-1-carbonyl)-pyridin-2-yloxy]-phenylethynyl}-benzoic acid methyl ester with 4-{2,5-dichloro-4-[3-(4-cyclopropyl-3,4-dihydro-2H-quinoxaline-1-carbonyl)-pyridin-2-yloxy]-phenylethynyl}-benzoic acid methyl ester. MS (ISP): 588.2 [M+H]+.